Dataset: the Open Reaction Database (ORD), a public repository of structured organic reaction records. Task: describe an organic reaction: reactants, conditions, products, and yield Product: N#Cc1c(NC2CCCCC2)nc(N)nc1-c1ccccc1. Starting materials: COCCOC, CS(=O)(=O)c1nc(N)nc(-c2ccccc2)c1C#N, NC1CCCCC1. RXN SMILES: [CH3:27][O:28][CH2:29][CH2:30][O:31][CH3:32].[NH2:1][c:2]1[n:3][c:4](-[c:14]2[cH:15][cH:16][cH:17][cH:18][cH:19]2)[c:5]([C:12]#[N:13])[c:6]([S:8]([CH3:9])(=[O:10])=[O:11])[n:7]1.[NH2:20][CH:21]1[CH2:22][CH2:23][CH2:24][CH2:25][CH2:26]1>>[NH2:1][c:2]1[n:3][c:4](-[c:14]2[cH:15][cH:16][cH:17][cH:18][cH:19]2)[c:5]([C:12]#[N:13])[c:6]([NH:20][CH:21]2[CH2:22][CH2:23][CH2:24][CH2:25][CH2:26]2)[n:7]1. Reactants: CCOC(C)=O, C=Cc1cc(CCNc2ncnc3c(F)ccc(F)c23)ccc1Oc1cc(C(F)(F)F)ccn1. Product: CCc1cc(CCNc2ncnc3c(F)ccc(F)c23)ccc1Oc1cc(C(F)(F)F)ccn1. Reaction SMILES: [CH3:35][CH2:36][O:37][C:38](=[O:39])[CH3:40].[F:1][c:2]1[c:3]2[c:4]([NH:13][CH2:14][CH2:15][c:16]3[cH:17][c:18]([CH:33]=[CH2:34])[c:19]([O:22][c:23]4[n:24][cH:25][cH:26][c:27]([C:29]([F:30])([F:31])[F:32])[cH:28]4)[cH:20][cH:21]3)[n:5][cH:6][n:7][c:8]2[c:9]([F:12])[cH:10][cH:11]1>>[F:1][c:2]1[c:3]2[c:4]([NH:13][CH2:14][CH2:15][c:16]3[cH:17][c:18]([CH2:33][CH3:34])[c:19]([O:22][c:23]4[n:24][cH:25][cH:26][c:27]([C:29]([F:30])([F:31])[F:32])[cH:28]4)[cH:20][cH:21]3)[n:5][cH:6][n:7][c:8]2[c:9]([F:12])[cH:10][cH:11]1. Starting materials: CC(C)N1N=CC2=C1N=C(C=C2C(=O)O)C2=CC=C(C=C2)C=2C=NNC2 (1-(1-methylethyl)-6-[4-(1H-pyrazol-4-yl)phenyl]-1H-pyrazolo[3,4-b]pyridine-4-carboxylic acid), ON1N=NC2=C1N=CC=C2 (1-hydroxy-7-azabenzotriazole), C(CCl)Cl (EDC), NCC=1C(NC(=CC1C)C)=O (3-(aminomethyl)-4,6-dimethyl-2(1H)-pyridinone), CN1CCOCC1 (N-methylmorpholine). The solvent is CS(=O)C (DMSO). Product: CC1=C(C(NC(=C1)C)=O)CNC(=O)C=1C2=C(N=C(C1)C1=CC=C(C=C1)C=1C=NNC1)N(N=C2)C(C)C (N-[(4,6-Dimethyl-2-oxo-1,2-dihydro-3-pyridinyl)methyl]-1-(1-methylethyl)-6-[4-(1H-pyrazol-4-yl)phenyl]-1H-pyrazolo[3,4-b]pyridine-4-carboxamide). As a reaction SMILES: [CH3:1][CH:2]([N:4]1[C:8]2[N:9]=[C:10]([C:16]3[CH:21]=[CH:20][C:19]([C:22]4[CH:23]=[N:24][NH:25][CH:26]=4)=[CH:18][CH:17]=3)[CH:11]=[C:12]([C:13]([OH:15])=O)[C:7]=2[CH:6]=[N:5]1)[CH3:3].[NH2:27][CH2:28][C:29]1[C:30](=[O:37])[NH:31][C:32]([CH3:36])=[CH:33][C:34]=1[CH3:35].CN1CCOCC1.ON1C2N=CC=CC=2N=N1.C(Cl)CCl>CS(C)=O>[CH3:35][C:34]1[CH:33]=[C:32]([CH3:36])[NH:31][C:30](=[O:37])[C:29]=1[CH2:28][NH:27][C:13]([C:12]1[C:7]2[CH:6]=[N:5][N:4]([CH:2]([CH3:3])[CH3:1])[C:8]=2[N:9]=[C:10]([C:16]2[CH:21]=[CH:20][C:19]([C:22]3[CH:26]=[N:25][NH:24][CH:23]=3)=[CH:18][CH:17]=2)[CH:11]=1)=[O:15]. Procedure details: The title compound was prepared in the same manner as described in example 109 using 1-(1-methylethyl)-6-[4-(1H-pyrazol-4-yl)phenyl]-1H-pyrazolo[3,4-b]pyridine-4-carboxylic acid (20 mg, 0.058 mmol), DMSO (1 mL), 3-(aminomethyl)-4,6-dimethyl-2(1H)-pyridinone (16.29 mg, 0.086 mmol), N-methylmorpholine (0.025 mL, 0.230 mmol), 1-hydroxy-7-azabenzotriazole (15.67 mg, 0.115 mmol) and EDC (22.07 mg, 0.115 mmol). The final product was collected as 12 mg (43%). LCMS E-S (M+H)=482.0. 1H NMR (400 MHz, DMSO... Starting materials: COc1cccc(C=Cc2nc3sccn3c2C(=O)O)c1OCC(C)(C)C, CCN=C=NCCCN(C)C, CN(C)c1ccncc1, ClCCl, Cl, Nc1nc(C(F)(F)F)cs1, CN(C)C=O. Yields the product COc1cccc(C=Cc2nc3sccn3c2C(=O)Nc2nc(C(F)(F)F)cs2)c1OCC(C)(C)C. RXN SMILES: [CH3:1][C:2]([CH2:3][O:4][c:5]1[c:6]([CH:13]=[CH:14][c:15]2[n:16][c:17]3[s:18][cH:19][cH:20][n:21]3[c:22]2[C:23](=[O:24])[OH:25])[cH:7][cH:8][cH:9][c:10]1[O:11][CH3:12])([CH3:26])[CH3:27].[CH3:38][CH2:39][N:40]=[C:41]=[N:42][CH2:43][CH2:44][CH2:45][N:46]([CH3:47])[CH3:48].[CH3:50][N:51]([c:52]1[cH:53][cH:54][n:55][cH:56][cH:57]1)[CH3:58].[Cl:59][CH2:60][Cl:61].[ClH:49].[F:28][C:29]([c:30]1[n:31][c:32]([NH2:35])[s:33][cH:34]1)([F:36])[F:37].[O:62]=[CH:63][N:64]([CH3:65])[CH3:66]>>[CH3:1][C:2]([CH2:3][O:4][c:5]1[c:6]([CH:13]=[CH:14][c:15]2[n:16][c:17]3[s:18][cH:19][cH:20][n:21]3[c:22]2[C:23](=[O:24])[NH:35][c:32]2[n:31][c:30]([C:29]([F:28])([F:36])[F:37])[cH:34][s:33]2)[cH:7][cH:8][cH:9][c:10]1[O:11][CH3:12])([CH3:26])[CH3:27]. Reactants: CCOC(=O)CNC(=O)c1ccc(NCCCCCCCCCCCCCCCC(=O)OC)cc1, CCO, [Na+], [OH-]. Product: COC(=O)CCCCCCCCCCCCCCCNc1ccc(C(=O)NCC(=O)O)cc1. RXN SMILES: [C:1](=[O:2])([O:3][CH3:4])[CH2:5][CH2:6][CH2:7][CH2:8][CH2:9][CH2:10][CH2:11][CH2:12][CH2:13][CH2:14][CH2:15][CH2:16][CH2:17][CH2:18][CH2:19][NH:20][c:21]1[cH:22][cH:23][c:24]([C:25](=[O:26])[NH:27][CH2:28][C:29](=[O:30])[O:31][CH2:32][CH3:33])[cH:34][cH:35]1.[CH3:38][CH2:39][OH:40].[Na+:37].[OH-:36]>>[C:1](=[O:2])([O:3][CH3:4])[CH2:5][CH2:6][CH2:7][CH2:8][CH2:9][CH2:10][CH2:11][CH2:12][CH2:13][CH2:14][CH2:15][CH2:16][CH2:17][CH2:18][CH2:19][NH:20][c:21]1[cH:22][cH:23][c:24]([C:25](=[O:26])[NH:27][CH2:28][C:29](=[O:30])[OH:31])[cH:34][cH:35]1. Starting materials: C[O-].[Na+] (sodium methoxide), Cl (HCl), FCC=1C(=NC=CN1)C(=O)OC (Methyl 3-fluoromethylpyrazine-2-carboxylate), C(C(C)C)C=1C=C(N)C=CC1C(C(F)(F)F)(C(F)(F)F)OC (3-isobutyl-4-[1-methoxy-2,2,2-trifluoro-1-(trifluoromethyl)ethyl]aniline). The solvent is CO (methanol). Conditions: temperature 60 celsius. The product is C(C(C)C)C=1C=C(C=CC1C(C(F)(F)F)(C(F)(F)F)OC)NC(=O)C1=NC=CN=C1CF (N-{3-isobutyl-4-[1-methoxy-2,2,2-trifluoro-1-(trifluoromethyl)ethyl]pheny}-3-fluoromethylpyrazine-2-carboxamide). Isolated yield 66.3%. As a reaction SMILES: [F:1][CH2:2][C:3]1[C:4]([C:9]([O:11]C)=O)=[N:5][CH:6]=[CH:7][N:8]=1.[CH2:13]([C:17]1[CH:18]=[C:19]([CH:21]=[CH:22][C:23]=1[C:24]([O:33][CH3:34])([C:29]([F:32])([F:31])[F:30])[C:25]([F:28])([F:27])[F:26])[NH2:20])[CH:14]([CH3:16])[CH3:15].C[O-].[Na+].Cl>CO>[CH2:13]([C:17]1[CH:18]=[C:19]([NH:20][C:9]([C:4]2[C:3]([CH2:2][F:1])=[N:8][CH:7]=[CH:6][N:5]=2)=[O:11])[CH:21]=[CH:22][C:23]=1[C:24]([O:33][CH3:34])([C:25]([F:28])([F:26])[F:27])[C:29]([F:30])([F:31])[F:32])[CH:14]([CH3:16])[CH3:15] |f:2.3|. Procedure: Methyl 3-fluoromethylpyrazine-2-carboxylate (390 mg, 2.29 mmol) and 3-isobutyl-4-[1-methoxy-2,2,2-trifluoro-1-(trifluoromethyl)ethyl]aniline (750 mg, 2.29 mmol) were stirred, followed by adding a 28% by weight methanol solution of sodium methoxide (4.4 g, 22.9 mmol), heating at 60° C. for 3 hours while stirring, pouring into a diluted HCl solution, extracting with ethyl acetate and washing with water. The reaction solution was dried over magnesium sulfate, and concentrated under reduced pressure...